From a dataset of the Open Reaction Database (ORD), a public repository of structured organic reaction records. describe an organic reaction: reactants, conditions, products, and yield Starting materials: OC1=CN=C(C=C1C=O)OC (5-hydroxy-2-methoxyisonicotinaldehyde), Cl.ClCC=1C(=NC=CC1)C1=NN(C=C1)CCC(=O)OC (methyl 3-(3-(3-(chloromethyl)pyridin-2-yl)-1H-pyrazol-1-yl)propanoate hydrochloride), C(=O)([O-])[O-].[K+].[K+] (K2CO3). The solvent is CN(C)C=O (DMF). Run at temperature 70 celsius. The product is C(=O)C1=C(C=NC(=C1)OC)OCC=1C(=NC=CC1)C1=NN(C=C1)CCC(=O)OC (methyl 3-(3-(3-((4-formyl-6-methoxypyridin-3-yloxy)methyl)pyridin-2-yl)-1H-pyrazol-1-yl)propanoate). Isolated yield 111.0%. RXN SMILES: [OH:1][C:2]1[C:7]([CH:8]=[O:9])=[CH:6][C:5]([O:10][CH3:11])=[N:4][CH:3]=1.Cl.Cl[CH2:14][C:15]1[C:16]([C:21]2[CH:25]=[CH:24][N:23]([CH2:26][CH2:27][C:28]([O:30][CH3:31])=[O:29])[N:22]=2)=[N:17][CH:18]=[CH:19][CH:20]=1.C([O-])([O-])=O.[K+].[K+]>CN(C=O)C>[CH:8]([C:7]1[CH:6]=[C:5]([O:10][CH3:11])[N:4]=[CH:3][C:2]=1[O:1][CH2:14][C:15]1[C:16]([C:21]2[CH:25]=[CH:24][N:23]([CH2:26][CH2:27][C:28]([O:30][CH3:31])=[O:29])[N:22]=2)=[N:17][CH:18]=[CH:19][CH:20]=1)=[O:9] |f:1.2,3.4.5|. Reported procedure: A mixture of 5-hydroxy-2-methoxyisonicotinaldehyde (30 mg, 0.20 mmol, 1 eq.), methyl 3-(3-(3-(chloromethyl)pyridin-2-yl)-1H-pyrazol-1-yl)propanoate hydrochloride (63 mg, 0.20 mmol, 1 eq.), and K2CO3 (100 mg, 10.32 mmol, 4 eq.) in DMF (5.0 mL) was heated at 70° C. for 2 h. The mixture was cooled, filtered, concentrated, and purified on silica gel using a mixture of EtOAc and hexanes as eluent to give methyl 3-(3-(3-((4-formyl-6-methoxypyridin-3-yloxy)methyl)pyridin-2-yl)-1H-pyrazol-1-yl)propanoat... Run in CCO (EtOH). Product: FC1=CC(=CC=2OC(OCC21)CN(CCC)CCC)S(=O)(=O)C (N-{[5-FLUORO-7-(METHYLSULFONYL)-4H-1,3-BENZODIOXIN-2-YL]METHYL}-N-PROPYLPROPAN-1-AMINE). Starting materials: ( 14 ), BrCC1OCC2=C(O1)C=C(C=C2F)S(=O)(=O)C (2-(bromomethyl)-5-fluoro-7-(methylsulfonyl)-4H-1,3-benzodioxine), ( 5 ), C(CC)NCCC (N-propylpropan-1-amine), ( 9 ), ( 6 ). Procedure details: Preparation according to Example 34 using 2-(bromomethyl)-5-fluoro-7-(methylsulfonyl)-4H-1,3-benzodioxine (7 mg, 0.021 mmol), N-propylpropan-1-amine (0.5 ml) and EtOH (3 ml). MS m/z (rel. intensity, 70 eV) 345 (M+, 0.3), 115 (9), 114 (bp), 95 (5), 86 (14), 72 (6). As a reaction SMILES: Br[CH2:2][CH:3]1[O:8][C:7]2[CH:9]=[C:10]([S:14]([CH3:17])(=[O:16])=[O:15])[CH:11]=[C:12]([F:13])[C:6]=2[CH2:5][O:4]1.[CH2:18]([NH:21][CH2:22][CH2:23][CH3:24])[CH2:19][CH3:20]>CCO>[F:13][C:12]1[C:6]2[CH2:5][O:4][CH:3]([CH2:2][N:21]([CH2:22][CH2:23][CH3:24])[CH2:18][CH2:19][CH3:20])[O:8][C:7]=2[CH:9]=[C:10]([S:14]([CH3:17])(=[O:16])=[O:15])[CH:11]=1. Yields the product Cl, COc1ccc(F)c(CC=NNc2ccncc2)c1. RXN SMILES: [CH3:34][CH2:35][OH:36].[ClH:14].[F:1][c:2]1[c:3]([CH:10]=[CH:11][O:12][CH3:13])[cH:4][c:5]([O:8][CH3:9])[cH:6][cH:7]1.[NH:15]([NH2:16])[c:17]1[cH:18][cH:19][n:20][cH:21][cH:22]1.[c:23]1([CH3:24])[cH:25][cH:26][c:27]([S:28]([OH:29])(=[O:30])=[O:31])[cH:32][cH:33]1>>[ClH:14].[F:1][c:2]1[c:3]([CH2:10][CH:11]=[N:16][NH:15][c:17]2[cH:18][cH:19][n:20][cH:21][cH:22]2)[cH:4][c:5]([O:8][CH3:9])[cH:6][cH:7]1. Starting materials: CCO, Cl, COC=Cc1cc(OC)ccc1F, NNc1ccncc1, Cc1ccc(S(=O)(=O)O)cc1. The reactants are C(C)(=O)OCC (ethyl acetate), CC(=O)OCC1=C(N2[C@@H]([C@@H](C2=O)N)SC1)C(=O)O (7-aminocephalosporanic acid), CSC (dimethyl sulfide), FC(S(=O)(=O)O)(F)F (trifluoromethanesulfonic acid). Reported procedure: To a mixture of 7-aminocephalosporanic acid (6.0 g) and dimethyl sulfide (1.36 g) in acetonitrile (30 ml) was added trifluoromethanesulfonic acid (9.0 g) below 18° C. under cooling in an ice-bath and stirring, which was continued for 30 minutes at 15° to 18° C. To the reaction mixture was added ethyl acetate (80 ml), and the mixture was seeded and stirred for one hour at ambient temperature. A resulting precipitate was filtered, washed with ethyl acetate and dried to give 7-amino-3-dimethylsulfo... Run in C(C)#N (acetonitrile). Yields the product FC(S(=O)(=O)[O-])(F)F.FC(S(=O)(=O)O)(F)F.NC1[C@@H]2N(C(=C(CS2)C[S+](C)C)C(=O)O)C1=O (7-amino-3-dimethylsulfoniomethyl-3-cephem-4-carboxylate bis(trifluoromethanesulfonate)). As a reaction SMILES: CC(O[CH2:5][C:6]1[CH2:15][S:14][C@@H:9]2[C@H:10]([NH2:13])[C:11](=[O:12])[N:8]2[C:7]=1[C:16]([OH:18])=[O:17])=O.[CH3:19][S:20][CH3:21].[F:22][C:23]([F:29])([F:28])[S:24]([OH:27])(=[O:26])=[O:25].C(OCC)(=O)C>C(#N)C>[F:22][C:23]([F:29])([F:28])[S:24]([O-:27])(=[O:26])=[O:25].[F:22][C:23]([F:29])([F:28])[S:24]([OH:27])(=[O:26])=[O:25].[NH2:13][CH:10]1[C:11](=[O:12])[N:8]2[C:7]([C:16]([OH:18])=[O:17])=[C:6]([CH2:5][S+:20]([CH3:21])[CH3:19])[CH2:15][S:14][C@H:9]12 |f:5.6.7|. Yield: 68.0%. Run at time 30 minute.